Dataset: the Open Reaction Database (ORD), a public repository of structured organic reaction records. Task: describe an organic reaction: reactants, conditions, products, and yield The reactants are BrC=1C=CC(=C(N)C1)F (5-Bromo-2-fluoroaniline), [I-].[Na+] (sodium iodide), C([O-])([O-])=O.[K+].[K+] (potassium carbonate), ClCCOCCCl (2-chloroethyl ether). Solvent: CN(C=O)C (dimethylformamide). The product is BrC=1C=CC(=C(C1)N1CCOCC1)F (4-(5-bromo-2-fluorophenyl)morpholine). Isolated yield 29.0%. As a reaction SMILES: [Br:1][C:2]1[CH:3]=[CH:4][C:5]([F:9])=[C:6]([CH:8]=1)[NH2:7].[I-].[Na+].C(=O)([O-])[O-].[K+].[K+].Cl[CH2:19][CH2:20][O:21][CH2:22][CH2:23]Cl>CN(C)C=O>[Br:1][C:2]1[CH:3]=[CH:4][C:5]([F:9])=[C:6]([N:7]2[CH2:23][CH2:22][O:21][CH2:20][CH2:19]2)[CH:8]=1 |f:1.2,3.4.5|. Procedure: To a CEM snap top microwave vial (10 ml) equipped with a magnetic stir bar (3×10 mm) was added 5-Bromo-2-fluoroaniline (1.00 g, 5.26 mmol), sodium iodide (2.37 gm, 15.8 mmol), potassium carbonate (1.45 gm, 10.5 mmol), and 2-chloroethyl ether (1.30 gm, 9.09 mmol) in dimethylformamide (6.5 mL). The reaction was capped and irradiated in a CEM Explorer microwave at 120° C. for 4 hours then forced air-cooled. Purification by column chromatography [default gradient (ISCO); EtOAc/hexanes] afforded 397 ... The reactants are ClCCCOC=1C=CC(=NC1)CO (5-(3-chloropropoxy)-2-pyridine methanol), [Mn](=O)(=O)(=O)[O-].[K+] (potassium permanganate). Solvent: O (water). Yields the product ClCCCOC=1C=CC(=NC1)C(=O)O (5-(3-chloropropoxy)-2-pyridinecarboxylic acid). RXN SMILES: [Cl:1][CH2:2][CH2:3][CH2:4][O:5][C:6]1[CH:7]=[CH:8][C:9]([CH2:12][OH:13])=[N:10][CH:11]=1.[Mn]([O-])(=O)(=O)=[O:15].[K+]>O>[Cl:1][CH2:2][CH2:3][CH2:4][O:5][C:6]1[CH:7]=[CH:8][C:9]([C:12]([OH:15])=[O:13])=[N:10][CH:11]=1 |f:1.2|. Reported procedure: The mixture of 30.0 g of 5-(3-chloropropoxy)-2-pyridine methanol and 1,200 ml of water is stirred vigorously at 5°. To this mixture is added 31.0 g of potassium permanganate in several portions during which time the temperature of the mixture rises to 25° and then the mixture is stirred at 25° for 30 minutes. Then the mixture is filtered, the precipitated manganese dioxide washed with several portions of water, the washing is combined with the filtrate and the resulting aqueous solution is adjus... The reactants are ClC1=NC2=CC=CC=C2C=C1 (2-chloroquinoline), CC1(OB(OC1(C)C)C=1C=CC(=NC1)C#N)C (5-(4,4,5,5-tetramethyl-1,3,2-dioxaborolan-2-yl)picolinonitrile). Yields the product N1=C(C=CC2=CC=CC=C12)C=1C=CC(=NC1)C#N (5-(Quinolin-2-yl)picolinonitrile). Yield: 2.6%. As a reaction SMILES: Cl[C:2]1[CH:11]=[CH:10][C:9]2[C:4](=[CH:5][CH:6]=[CH:7][CH:8]=2)[N:3]=1.CC1(C)C(C)(C)OB([C:20]2[CH:21]=[CH:22][C:23]([C:26]#[N:27])=[N:24][CH:25]=2)O1>>[N:3]1[C:4]2[C:9](=[CH:8][CH:7]=[CH:6][CH:5]=2)[CH:10]=[CH:11][C:2]=1[C:20]1[CH:21]=[CH:22][C:23]([C:26]#[N:27])=[N:24][CH:25]=1. Procedure: A from 2-chloroquinoline (82 mg, 0.5 mmol) and 5-(4,4,5,5-tetramethyl-1,3,2-dioxaborolan-2-yl)picolinonitrile (115 mg, 0.5 mmol). The product was obtained as yellow solid (3 mg, 3%). 1H NMR (400 MHz, CDCl3): δ 9.48 (dd, J=2.4, 0.8 Hz, 1H), 8.69 (dd, J=8.0, 2.0 Hz, 1H), 8.33 (d, J=8.8 Hz, 1H), 8.19 (d, J=8.4 Hz, 1H), 7.93 (d, J=8.4 Hz, 1H), 7.90 (dd, J=8.4, 1.2 Hz, 1H), 7.87 (dd, J=8.4, 0.8 Hz, 1H), 7.81 (m, 1H), 7.63 (m, 1H); MS (ESI):232 (M+H+). The reactants are CSc1ccc(N)cc1, O=C(Cl)c1ccc(Cl)cc1, ClCCl, c1ccncc1. Yields the product CSc1ccc(NC(=O)c2ccc(Cl)cc2)cc1. As a reaction SMILES: [CH3:1][S:2][c:3]1[cH:4][cH:5][c:6]([NH2:7])[cH:8][cH:9]1.[Cl:16][C:17](=[O:18])[c:19]1[cH:20][cH:21][c:22]([Cl:23])[cH:24][cH:25]1.[Cl:26][CH2:27][Cl:28].[cH:10]1[cH:11][cH:12][n:13][cH:14][cH:15]1>>[CH3:1][S:2][c:3]1[cH:4][cH:5][c:6]([NH:7][C:17](=[O:18])[c:19]2[cH:20][cH:21][c:22]([Cl:23])[cH:24][cH:25]2)[cH:8][cH:9]1. Reactants: ClC1=NC=C(C(=N1)NC1CC(N2CCCC2C1)(C)C)F (N-(2-chloro-5-fluoropyrimidin-4-yl)-octahydro-5,5-dimethylindolizin-7-amine), NC=1C=CC(=C(C1)N1N=NN(C1=O)C)OC1COC1 (1-(5-amino-2-(oxetan-3-yloxy)phenyl)-4-methyl-1H-tetrazol-5(4H)-one), C=1C=CC(=CC1)P(C=2C=CC=CC2)C3=CC=C4C=CC=CC4=C3C5=C6C=CC=CC6=CC=C5P(C=7C=CC=CC7)C=8C=CC=CC8 (rac-BINAP), C(=O)([O-])[O-].[Cs+].[Cs+] (Cs2CO3). Conditions: temperature 120 celsius. Yield: 102.2%. The reagents and catalysts are CC(=O)[O-].CC(=O)[O-].[Pd+2] (Pd(OAc)2). Reaction SMILES: Cl[C:2]1[N:7]=[C:6]([NH:8][CH:9]2[CH2:17][CH:16]3[N:12]([CH2:13][CH2:14][CH2:15]3)[C:11]([CH3:19])([CH3:18])[CH2:10]2)[C:5]([F:20])=[CH:4][N:3]=1.[NH2:21][C:22]1[CH:23]=[CH:24][C:25]([O:35][CH:36]2[CH2:39][O:38][CH2:37]2)=[C:26]([N:28]2[C:32](=[O:33])[N:31]([CH3:34])[N:30]=[N:29]2)[CH:27]=1.C1C=CC(P(C2C(C3C(P(C4C=CC=CC=4)C4C=CC=CC=4)=CC=C4C=3C=CC=C4)=C3C(C=CC=C3)=CC=2)C2C=CC=CC=2)=CC=1.C([O-])([O-])=O.[Cs+].[Cs+]>CC([O-])=O.CC([O-])=O.[Pd+2].O1CCOCC1>[NH3:3].[CH3:32][OH:33].[F:20][C:5]1[C:6]([NH:8][CH:9]2[CH2:17][CH:16]3[N:12]([CH2:13][CH2:14][CH2:15]3)[C:11]([CH3:19])([CH3:18])[CH2:10]2)=[N:7][C:2]([NH:21][C:22]2[CH:23]=[CH:24][C:25]([O:35][CH:36]3[CH2:39][O:38][CH2:37]3)=[C:26]([N:28]3[C:32](=[O:33])[N:31]([CH3:34])[N:30]=[N:29]3)[CH:27]=2)=[N:3][CH:4]=1 |f:3.4.5,6.7.8,10.11|. The product is N.CO (NH3 MeOH), FC=1C(=NC(=NC1)NC=1C=CC(=C(C1)N1N=NN(C1=O)C)OC1COC1)NC1CC(N2CCCC2C1)(C)C (1-(5-(5-fluoro-4-(octahydro-5,5-dimethylindolizin-7-ylamino)pyrimidin-2-ylamino)-2-(oxetan-3-yloxy)phenyl)-4-methyl-1H-tetrazol-5(4H)-one). Reported procedure: To a microwave vial, was added N-(2-chloro-5-fluoropyrimidin-4-yl)-octahydro-5,5-dimethylindolizin-7-amine (Racemic, single diastereomer; 100 mg, 0.335 mmol, 1 equiv), 1-(5-amino-2-(oxetan-3-yloxy)phenyl)-4-methyl-1H-tetrazol-5(4H)-one (Described in: WO2011/068898 120 mg, 0.455 mmol, 1.36 equiv), rac-BINAP (45 mg, 0.0726 mmol, 0.217 equiv), Cs2CO3 (327 mg, 1.00 mmol, 3 equiv), Pd(OAc)2 (7 mg, 0.0291 mmol, 0.0870 equiv), and dioxane (4 ml). The microwave vial was capped and sonicated under vacuum... The solvent is O1CCOCC1 (dioxane). Starting materials: CC(C)(C)OC(=O)NC1CCC(Cn2ncc3ccccc32)C1, ClCCl, O=C(O)C(F)(F)F. The product is O=C(O)C(F)(F)F, NC1CCC(Cn2ncc3ccccc32)C1. As a reaction SMILES: [C:1]([O:2][C:3]([CH3:4])([CH3:5])[CH3:6])(=[O:7])[NH:8][CH:9]1[CH2:10][CH:11]([CH2:14][n:15]2[n:16][cH:17][c:18]3[cH:19][cH:20][cH:21][cH:22][c:23]23)[CH2:12][CH2:13]1.[Cl:31][CH2:32][Cl:33].[F:24][C:25]([C:26](=[O:27])[OH:28])([F:29])[F:30]>>[F:24][C:25]([C:26](=[O:27])[OH:28])([F:29])[F:30].[NH2:8][CH:9]1[CH2:10][CH:11]([CH2:14][n:15]2[n:16][cH:17][c:18]3[cH:19][cH:20][cH:21][cH:22][c:23]23)[CH2:12][CH2:13]1. Reactants: CC(NC(=O)c1cc(Cl)cnc1Cl)c1ccc(C(=O)OC(C)(C)C)cc1, Cc1cc(O)ccc1F. Product: Cc1cc(Oc2ncc(Cl)cc2C(=O)NC(C)c2ccc(C(=O)OC(C)(C)C)cc2)ccc1F. As a reaction SMILES: [Cl:1][c:2]1[n:3][cH:4][c:5]([Cl:26])[cH:6][c:7]1[C:8](=[O:9])[NH:10][CH:11]([CH3:12])[c:13]1[cH:14][cH:15][c:16]([C:17](=[O:18])[O:19][C:20]([CH3:21])([CH3:22])[CH3:23])[cH:24][cH:25]1.[F:27][c:28]1[c:29]([CH3:35])[cH:30][c:31]([OH:34])[cH:32][cH:33]1>>[c:2]1([O:34][c:31]2[cH:30][c:29]([CH3:35])[c:28]([F:27])[cH:33][cH:32]2)[n:3][cH:4][c:5]([Cl:26])[cH:6][c:7]1[C:8](=[O:9])[NH:10][CH:11]([CH3:12])[c:13]1[cH:14][cH:15][c:16]([C:17](=[O:18])[O:19][C:20]([CH3:21])([CH3:22])[CH3:23])[cH:24][cH:25]1. Reactants: C=CC(N)=O, O, O=S(=O)(O)O, Sc1nc2ccccc2s1. Yields the product CC(Sc1nc2ccccc2s1)C(N)=O. As a reaction SMILES: [C:11]([CH:12]=[CH2:13])(=[O:14])[NH2:15].[OH2:21].[S:16](=[O:17])(=[O:18])([OH:19])[OH:20].[SH:1][c:2]1[s:3][c:4]2[c:5]([n:6]1)[cH:7][cH:8][cH:9][cH:10]2>>[S:1]([c:2]1[s:3][c:4]2[c:5]([n:6]1)[cH:7][cH:8][cH:9][cH:10]2)[CH:12]([C:11](=[O:14])[NH2:15])[CH3:13].